Dataset: the Open Reaction Database (ORD), a public repository of structured organic reaction records. Task: describe an organic reaction: reactants, conditions, products, and yield Reactants: O=C([O-])[O-], COC(=O)CCCCCCCC(=O)O, CCOCC, [K+], [K+], C1CCOC1, O. The product is COC(=O)CCCCCCCCO. RXN SMILES: [C:16](=[O:17])([O-:18])[O-:19].[CH3:1][O:2][C:3]([CH2:4][CH2:5][CH2:6][CH2:7][CH2:8][CH2:9][CH2:10][C:11](=[O:12])[OH:13])=[O:14].[CH3:27][CH2:28][O:29][CH2:30][CH3:31].[K+:20].[K+:21].[O:22]1[CH2:23][CH2:24][CH2:25][CH2:26]1.[OH2:15]>>[CH3:1][O:2][C:3]([CH2:4][CH2:5][CH2:6][CH2:7][CH2:8][CH2:9][CH2:10][CH2:11][OH:12])=[O:14]. The reactants are C1CCOC1, CCOC(=O)N1CCN(C(=O)C(CCC(=O)OC(C)(C)C)NC(=O)c2cc(Cl)nc(-c3ccccc3)n2)CC1, [H-], [Na+], O, c1c[nH]cn1. Yields the product CCOC(=O)N1CCN(C(=O)C(CCC(=O)OC(C)(C)C)NC(=O)c2cc(-n3ccnc3)nc(-c3ccccc3)n2)CC1. Reaction SMILES: [CH2:48]1[O:49][CH2:50][CH2:51][CH2:52]1.[CH2:8]([CH3:9])[O:10][C:11](=[O:12])[N:13]1[CH2:14][CH2:15][N:16]([C:19]([CH:20]([CH2:21][CH2:22][C:23](=[O:24])[O:25][C:26]([CH3:27])([CH3:28])[CH3:29])[NH:30][C:31](=[O:32])[c:33]2[n:34][c:35](-[c:40]3[cH:41][cH:42][cH:43][cH:44][cH:45]3)[n:36][c:37]([Cl:39])[cH:38]2)=[O:46])[CH2:17][CH2:18]1.[H-:7].[Na+:6].[OH2:47].[nH:1]1[cH:2][n:3][cH:4][cH:5]1>>[n:1]1(-[c:37]2[n:36][c:35](-[c:40]3[cH:41][cH:42][cH:43][cH:44][cH:45]3)[n:34][c:33]([C:31]([NH:30][CH:20]([C:19]([N:16]3[CH2:15][CH2:14][N:13]([C:11]([O:10][CH2:8][CH3:9])=[O:12])[CH2:18][CH2:17]3)=[O:46])[CH2:21][CH2:22][C:23](=[O:24])[O:25][C:26]([CH3:27])([CH3:28])[CH3:29])=[O:32])[cH:38]2)[cH:2][n:3][cH:4][cH:5]1. The reactants are C1(=CC=CC=C1)C(=C1CCNCC1)C1=CC=CC=C1 (4-diphenylmethylenepiperidine), C(C)(=O)C1=CC(=C(OCCCBr)C=C1)OC (3-(p-acetyl-o-methoxyphenoxy)propyl bromide), C([O-])([O-])=O.[K+].[K+] (potassium carbonate), O.O.C(C(=O)O)(=O)O (oxalic acid dihydrate). Solvent: C1(=CC=CC=C1)C (toluene), CCOCC (ether). Product: O.C(C(=O)O)(=O)O.C1(=CC=CC=C1)C(=C1CCN(CC1)CCCOC1=C(C=C(C=C1)C(C)=O)OC)C1=CC=CC=C1 (1-[4-[3-[4-(Diphenylmethylene)-1-piperidinyl]propoxy]-3-methoxyphenyl]ethanone oxalate hydrate). RXN SMILES: [C:1]1([C:7]([C:14]2[CH:19]=[CH:18][CH:17]=[CH:16][CH:15]=2)=[C:8]2[CH2:13][CH2:12][NH:11][CH2:10][CH2:9]2)[CH:6]=[CH:5][CH:4]=[CH:3][CH:2]=1.[C:20]([C:23]1[CH:33]=[CH:32][C:26]([O:27][CH2:28][CH2:29][CH2:30]Br)=[C:25]([O:34][CH3:35])[CH:24]=1)(=[O:22])[CH3:21].C(=O)([O-])[O-].[K+].[K+].O.O.[C:44]([OH:49])(=[O:48])[C:45]([OH:47])=[O:46]>CCOCC.C1(C)C=CC=CC=1>[OH2:22].[C:44]([OH:49])(=[O:48])[C:45]([OH:47])=[O:46].[C:1]1([C:7]([C:14]2[CH:19]=[CH:18][CH:17]=[CH:16][CH:15]=2)=[C:8]2[CH2:9][CH2:10][N:11]([CH2:30][CH2:29][CH2:28][O:27][C:26]3[CH:32]=[CH:33][C:23]([C:20](=[O:22])[CH3:21])=[CH:24][C:25]=3[O:34][CH3:35])[CH2:12][CH2:13]2)[CH:2]=[CH:3][CH:4]=[CH:5][CH:6]=1 |f:2.3.4,5.6.7,10.11.12|. Procedure: A mixture of 7.5 g (0.03 mole) of 4-diphenylmethylenepiperidine, 6.3 g (0.032 mole) of 3-(p-acetyl-o-methoxyphenoxy)propyl bromide, 25 g of potassium carbonate and 150 ml of toluene was heated at reflux for 16 hrs, cooled, filtered and the solvent evaporated at reduced pressure. The residual oil was taken up in benzene, washed with water, dried over magnisium sulfate and then the solvent was evaporated. The free base was dissolved in isopropanol and treated with 3.8 g (0.03 mole) of oxalic acid ...